describe an organic reaction: reactants, conditions, products, and yield From a dataset of the Open Reaction Database (ORD), a public repository of structured organic reaction records. Reactants: [OH-].[Na+] (NaOH), C1(=CC=CC=C1)C (toluene), ClCCCC(=O)C1=C(C=CC=C1)[N+](=O)[O-] (4-chloro-2'-nitrobutyrophenone). Run in O (water). Yields the product C1(CC1)C(=O)C1=C(C=CC=C1)[N+](=O)[O-] (o-nitrophenyl cyclopropyl ketone). The yield is 23.6%. As a reaction SMILES: C1(C)C=CC=CC=1.Cl[CH2:9][CH2:10][CH2:11][C:12]([C:14]1[CH:19]=[CH:18][CH:17]=[CH:16][C:15]=1[N+:20]([O-:22])=[O:21])=[O:13].[OH-].[Na+]>O>[CH:11]1([C:12]([C:14]2[CH:19]=[CH:18][CH:17]=[CH:16][C:15]=2[N+:20]([O-:22])=[O:21])=[O:13])[CH2:9][CH2:10]1 |f:2.3|. Procedure details: The 13.8% toluene solution of 4-chloro-2'-nitrobutyrophenone obtained in Example 6 is treated, with stirring, first with 90 mL water and second with 50% NaOH (48 g, 0.6 mole NaOH). The resultant reaction mixture is allowed to exotherm, then is heated at 85°-90° C. for 2-3 hours, cooled to room temperature and allowed to settle. The phases are separated and the organic phase is washed with water. The aqueous phases are combined and washed with toluene. The organic phases are combined and concentr... Reactants: CCOC(=O)C(Cc1ccc(F)cc1)NC(=O)c1cc2ccc(Cl)nc2[nH]1, CO, [Na+], [OH-]. The product is O=C(NC(Cc1ccc(F)cc1)C(=O)O)c1cc2ccc(Cl)nc2[nH]1. Reaction SMILES: [CH2:1]([CH3:2])[O:3][C:4]([CH:5]([CH2:6][c:7]1[cH:8][cH:9][c:10]([F:13])[cH:11][cH:12]1)[NH:14][C:15](=[O:16])[c:17]1[cH:18][c:19]2[c:20]([n:21][c:22]([Cl:25])[cH:23][cH:24]2)[nH:26]1)=[O:27].[CH3:30][OH:31].[Na+:29].[OH-:28]>>[O:3]=[C:4]([CH:5]([CH2:6][c:7]1[cH:8][cH:9][c:10]([F:13])[cH:11][cH:12]1)[NH:14][C:15](=[O:16])[c:17]1[cH:18][c:19]2[c:20]([n:21][c:22]([Cl:25])[cH:23][cH:24]2)[nH:26]1)[OH:27]. Starting materials: NN1C(C2=CC=CC=C2C(=N1)C1=CC=C(C=C1)Cl)=O (2-amino-4-(4-chlorophenyl)phthalazin-1(2H)-one), ClC=1C=C(C=CC1Cl)CC(=O)O (2-(3,4-dichlorophenyl)acetic acid). Product: ClC1=CC=C(C=C1)C1=NN(C(C2=CC=CC=C12)=O)NC(CC1=CC(=C(C=C1)Cl)Cl)=O (N-[4-(4-chlorophenyl)-1-oxophthalazin-2(1H)-yl]-2-(3,4-dichlorophenyl)acetamide). RXN SMILES: [NH2:1][N:2]1[N:11]=[C:10]([C:12]2[CH:17]=[CH:16][C:15]([Cl:18])=[CH:14][CH:13]=2)[C:9]2[C:4](=[CH:5][CH:6]=[CH:7][CH:8]=2)[C:3]1=[O:19].[Cl:20][C:21]1[CH:22]=[C:23]([CH2:28][C:29](O)=[O:30])[CH:24]=[CH:25][C:26]=1[Cl:27]>>[Cl:18][C:15]1[CH:16]=[CH:17][C:12]([C:10]2[C:9]3[C:4](=[CH:5][CH:6]=[CH:7][CH:8]=3)[C:3](=[O:19])[N:2]([NH:1][C:29](=[O:30])[CH2:28][C:23]3[CH:24]=[CH:25][C:26]([Cl:27])=[C:21]([Cl:20])[CH:22]=3)[N:11]=2)=[CH:13][CH:14]=1. Procedure: The product of Example 86A and 2-(3,4-dichlorophenyl)acetic acid were treated using a method similar to that described in Example 57 to give the title compound. 1H NMR (500 MHz, DMSO-d6/Deuterium Oxide) δ ppm 8.40-8.43 (m, 1H), 7.90-8.04 (m, 2H), 7.72-7.75 (m, 1H), 7.58-7.70 (m, 6H), 7.38 (dd, J=8.3, 2.1 Hz, 1H), 3.75 (s, 2H); MS (ESI−) M/Z 456 (M−H)−. Starting materials: C(C)(C)(C)C1=CC(=C(C=C1)O)C(CCO)(C)C (4-tert-butyl-2-(3-hydroxy-1,1-dimethylpropyl)phenol), C(C1=CC=CC=C1)Br (benzyl bromide), C([O-])([O-])=O.[K+].[K+] (potassium carbonate). Run in CN(C)C=O (DMF). Product: C(C1=CC=CC=C1)OC1=C(C=C(C=C1)C(C)(C)C)C(CCO)(C)C (3-(2-benzyloxy-5-tert-butylphenyl)-3-methylbutan-1-ol). RXN SMILES: [C:1]([C:5]1[CH:10]=[CH:9][C:8]([OH:11])=[C:7]([C:12]([CH3:17])([CH3:16])[CH2:13][CH2:14][OH:15])[CH:6]=1)([CH3:4])([CH3:3])[CH3:2].[CH2:18](Br)[C:19]1[CH:24]=[CH:23][CH:22]=[CH:21][CH:20]=1.C(=O)([O-])[O-].[K+].[K+]>CN(C=O)C>[CH2:18]([O:11][C:8]1[CH:9]=[CH:10][C:5]([C:1]([CH3:4])([CH3:2])[CH3:3])=[CH:6][C:7]=1[C:12]([CH3:17])([CH3:16])[CH2:13][CH2:14][OH:15])[C:19]1[CH:24]=[CH:23][CH:22]=[CH:21][CH:20]=1 |f:2.3.4|. Reported procedure: To a solution of 4-tert-butyl-2-(3-hydroxy-1,1-dimethylpropyl)phenol (2 g, 8.5 mmol) and 1.1 mL benzyl bromide in 10 mL of DMF was added 1.75 g of potassium carbonate (K2CO3) and the reaction mixture stirred at room temperature until TLC indicated that the reaction was complete. After stirring overnight, the reaction mixture was diluted with ice and extracted with diethyl ether. The organics were combined, washed four times with water, washed with brine, dried over magnesium sulfate, and concent... Starting materials: O=C1CCC(=O)N1Br, ClC(Cl)(Cl)Cl, CC(C)(C#N)N=NC(C)(C)C#N, Cc1cccc(C2(C(F)(F)F)N=N2)c1. The product is FC(F)(F)C1(c2cccc(CBr)c2)N=N1. RXN SMILES: [Br:15][N:16]1[C:17](=[O:18])[CH2:19][CH2:20][C:21]1=[O:22].[Cl:35][C:36]([Cl:37])([Cl:38])[Cl:39].[N:23]#[C:24][C:25]([N:26]=[N:27][C:28]([C:29]#[N:30])([CH3:31])[CH3:32])([CH3:33])[CH3:34].[c:1]1([CH3:14])[cH:2][c:3]([C:7]2([C:10]([F:11])([F:12])[F:13])[N:8]=[N:9]2)[cH:4][cH:5][cH:6]1>>[c:1]1([CH2:14][Br:15])[cH:2][c:3]([C:7]2([C:10]([F:11])([F:12])[F:13])[N:8]=[N:9]2)[cH:4][cH:5][cH:6]1.